This data is from the Open Reaction Database (ORD), a public repository of structured organic reaction records. The task is: describe an organic reaction: reactants, conditions, products, and yield The reactants are C(C1=CC=CC=C1)N1C(C=2C=CC=C(C2CC1)C(=O)O)=O (2-benzyl-1-oxo-1,2,3,4-tetrahydroisoquinoline-5-carboxylic acid), Cl.N[C@H]([C@@H](CNC1(CC1)C1=CC(=CC=C1)C(F)(F)F)O)CC1=CC(=CC(=C1)F)F ((2R,3S)-3-amino-4-(3,5-difluorophenyl)-1-({1-[3-(trifluoromethyl)phenyl]cyclopropyl}amino)butan-2-ol hydrochloride), Cl.CN(CCCN=C=NCC)C (1-(3-dimethylaminopropyl)-3-ethylcarbodiimide hydrochloride), C(C)(C)N(C(C)C)CC (N,N-diisopropylethylamine). Solvent: ClCCl (dichloromethane), ClCCl (Dichloromethane). Yield: 169.5%. Procedure: A solution of 100 mg of 2-benzyl-1-oxo-1,2,3,4-tetrahydroisoquinoline-5-carboxylic acid, 168 mg of (2R,3S)-3-amino-4-(3,5-difluorophenyl)-1-({1-[3-(trifluoromethyl)phenyl]cyclopropyl}amino)butan-2-ol hydrochloride (2:1), 7.2 mg of hydroxybenzotriazole, 85 mg of 1-(3-dimethylaminopropyl)-3-ethylcarbodiimide hydrochloride and 0.243 cm3 of N,N-diisopropylethylamine in 10 cm3 of dichloromethane is stirred at a temperature close to 20° C. for 20 h. Dichloromethane is added to the reaction medium. The... The reagents and catalysts are OC1=CC=CC=2NN=NC21 (hydroxybenzotriazole). Yields the product C(C1=CC=CC=C1)N1C(C=2C=CC=C(C2CC1)C(=O)N[C@H]([C@@H](CNC1(CC1)C1=CC(=CC=C1)C(F)(F)F)O)CC1=CC(=CC(=C1)F)F)=O (2-Benzyl-N-[(1S,2R)-1-(3,5-difluorobenzyl)-2-hydroxy-3-({1-[3-(trifluoromethyl)phenyl]cyclopropyl}amino)propyl]-1-oxo-1,2,3,4-tetrahydroisoquinoline-5-carboxamide). Reaction SMILES: [CH2:1]([N:8]1[CH2:17][CH2:16][C:15]2[C:14]([C:18]([OH:20])=O)=[CH:13][CH:12]=[CH:11][C:10]=2[C:9]1=[O:21])[C:2]1[CH:7]=[CH:6][CH:5]=[CH:4][CH:3]=1.Cl.[NH2:23][C@@H:24]([CH2:42][C:43]1[CH:48]=[C:47]([F:49])[CH:46]=[C:45]([F:50])[CH:44]=1)[C@H:25]([OH:41])[CH2:26][NH:27][C:28]1([C:31]2[CH:36]=[CH:35][CH:34]=[C:33]([C:37]([F:40])([F:39])[F:38])[CH:32]=2)[CH2:30][CH2:29]1.Cl.CN(C)CCCN=C=NCC.C(N(CC)C(C)C)(C)C>ClCCl.OC1C2N=NNC=2C=CC=1>[CH2:1]([N:8]1[CH2:17][CH2:16][C:15]2[C:14]([C:18]([NH:23][C@@H:24]([CH2:42][C:43]3[CH:44]=[C:45]([F:50])[CH:46]=[C:47]([F:49])[CH:48]=3)[C@H:25]([OH:41])[CH2:26][NH:27][C:28]3([C:31]4[CH:36]=[CH:35][CH:34]=[C:33]([C:37]([F:38])([F:39])[F:40])[CH:32]=4)[CH2:30][CH2:29]3)=[O:20])=[CH:13][CH:12]=[CH:11][C:10]=2[C:9]1=[O:21])[C:2]1[CH:7]=[CH:6][CH:5]=[CH:4][CH:3]=1 |f:1.2,3.4|. Reactants: C(CC(O)(C(=O)O)CC(=O)O)(=O)O (citric acid), C(C)OC(=O)N1[C@@H](C[C@@H](C2=NC(=CC=C12)O)NC1=NC=C(C(=N1)CC1=CC(=CC(=C1)C(F)(F)F)C(F)(F)F)N1CCOCC1)CC ((2R,4S)-4-{[3,5-Bis(trifluoromethyl)benzyl]-[5-(morpholin-4-yl)pyrimidin-2-yl]}amino-2-ethyl-6-hydroxy-3,4-dihydro-2H-[1,5]naphthyridine-1-carboxylic acid ethyl ester), C([O-])([O-])=O.[Cs+].[Cs+] (cesium carbonate), COC(C(F)(F)Cl)=O (2-chloro-2,2-difluoroacetic acid methyl ester). The solvent is C(C)(=O)OCC (ethyl acetate), CN(C=O)C (N,N-dimethylformamide). Reaction conditions: temperature 75 celsius, time 17 hour. Yields the product C(C)OC(=O)N1[C@@H](C[C@@H](C2=NC(=CC=C12)OC(F)F)NC1=NC=C(C(=N1)CC1=CC(=CC(=C1)C(F)(F)F)C(F)(F)F)N1CCOCC1)CC ((2R,4S)-4-{[3,5-bis(trifluoromethyl)benzyl]-[5-(morpholin-4-yl)pyrimidin-2-yl]}amino-6-difluoromethoxy-2-ethyl-3,4-dihydro-2H-[1,5]naphthyridine-1-carboxylic acid ethyl ester). The yield is 93.8%. Reaction SMILES: [CH2:1]([O:3][C:4]([N:6]1[C:15]2[C:10](=[N:11][C:12]([OH:16])=[CH:13][CH:14]=2)[C@@H:9]([NH:17][C:18]2[N:23]=[C:22]([CH2:24][C:25]3[CH:30]=[C:29]([C:31]([F:34])([F:33])[F:32])[CH:28]=[C:27]([C:35]([F:38])([F:37])[F:36])[CH:26]=3)[C:21]([N:39]3[CH2:44][CH2:43][O:42][CH2:41][CH2:40]3)=[CH:20][N:19]=2)[CH2:8][C@H:7]1[CH2:45][CH3:46])=[O:5])[CH3:2].C(=O)([O-])[O-].[Cs+].[Cs+].COC(=O)[C:56](Cl)([F:58])[F:57].C(O)(=O)CC(CC(O)=O)(C(O)=O)O>CN(C)C=O.C(OCC)(=O)C>[CH2:1]([O:3][C:4]([N:6]1[C:15]2[C:10](=[N:11][C:12]([O:16][CH:56]([F:58])[F:57])=[CH:13][CH:14]=2)[C@@H:9]([NH:17][C:18]2[N:23]=[C:22]([CH2:24][C:25]3[CH:30]=[C:29]([C:31]([F:34])([F:33])[F:32])[CH:28]=[C:27]([C:35]([F:38])([F:36])[F:37])[CH:26]=3)[C:21]([N:39]3[CH2:40][CH2:41][O:42][CH2:43][CH2:44]3)=[CH:20][N:19]=2)[CH2:8][C@H:7]1[CH2:45][CH3:46])=[O:5])[CH3:2] |f:1.2.3|. Reported procedure: (2R,4S)-4-{[3,5-Bis(trifluoromethyl)benzyl]-[5-(morpholin-4-yl)pyrimidin-2-yl]}amino-2-ethyl-6-hydroxy-3,4-dihydro-2H-[1,5]naphthyridine-1-carboxylic acid ethyl ester (100 mg), cesium carbonate (55 mg) and 2-chloro-2,2-difluoroacetic acid methyl ester (44 mg) are dissolved in N,N-dimethylformamide (1 ml) and stirred at 75° C. for 17 hours. The reaction solution is cooled to room temperature, and thereto are added an aqueous citric acid solution and ethyl acetate. The organic layer is washed with... Reactants: [BH4-].[Na+] (Sodium borohydride), FC1=C(C=CC=C1)SC1=C(C(=CC=C1)C(C)=O)O (2-(2-fluorophenylthio)-6-acetylphenol). Run in CO (methanol). Reaction conditions: temperature 10 celsius, time 10 minute. Product: OC1=C(C=CC=C1SC1=C(C=CC=C1)F)C(C)O (1-[2-hydroxy-3-(2-fluorophenylthio)phenyl]ethanol). The yield is 94.7%. RXN SMILES: [BH4-].[Na+].[F:3][C:4]1[CH:9]=[CH:8][CH:7]=[CH:6][C:5]=1[S:10][C:11]1[CH:16]=[CH:15][CH:14]=[C:13]([C:17](=[O:19])[CH3:18])[C:12]=1[OH:20]>CO>[OH:20][C:12]1[C:11]([S:10][C:5]2[CH:6]=[CH:7][CH:8]=[CH:9][C:4]=2[F:3])=[CH:16][CH:15]=[CH:14][C:13]=1[CH:17]([OH:19])[CH3:18] |f:0.1|. Procedure: Sodium borohydride (320 mg) was added to a solution of 2-(2-fluorophenylthio)-6-acetylphenol (2.2 g) in methanol (50 ml) in 5 minutes at 10° C., and stirred at 10° C. for 10 minutes and at room temperature for 10 minutes. The reaction mixture was evaporated under reduced pressure. To the residue was added 10% hydrochloric acid, and the mixture was extracted with diethyl ether. The extract was washed with water, dried and then evaporated under reduced pressure to give oily 1-[2-hydroxy-3-(2-fluor... The reactants are COCCN1C(NC(=C1)C1=CC=CC=C1)=O (1-(2-methoxyethyl)-4-phenyl-4-imidazolin-2-one), CC(=O)OCC1=C2C=CC=CC2=C(C3=CC=CC=C31)COC(=O)C (acetic). Product: COCCN1C(N(C(=C1)C1=CC=CC=C1)C(C)=O)=O (1-(2-methoxyethyl)-3acetyl-4-phenyl-4-imidazolin-2-one). As a reaction SMILES: [CH3:1][O:2][CH2:3][CH2:4][N:5]1[CH:9]=[C:8]([C:10]2[CH:15]=[CH:14][CH:13]=[CH:12][CH:11]=2)[NH:7][C:6]1=[O:16].[CH3:17][C:18](OCC1C2C(=CC=CC=2)C(COC(C)=O)=C2C=1C=CC=C2)=[O:19]>>[CH3:1][O:2][CH2:3][CH2:4][N:5]1[CH:9]=[C:8]([C:10]2[CH:15]=[CH:14][CH:13]=[CH:12][CH:11]=2)[N:7]([C:18](=[O:19])[CH3:17])[C:6]1=[O:16]. Reported procedure: Approximately 21.8 g of 1-(2-methoxyethyl)-4-phenyl-4-imidazolin-2-one and 120 ml. of acetic anhyride is refluxed together for four hours. The acetic anhydride is distilled out at reduced pressure. The residual semisolid is recrystallized from ether to yield the title compound as a white solid; m.p. 73°-75° C. The reactants are [OH-].[Na+] (NaOH), FC1=C(C=C(C=C1)CCC(=O)OCC)OC (Ethyl 3-(4-fluoro-3-methoxyphenyl)propanoate), [H-].[Al+3].[Li+].[H-].[H-].[H-] (lithium aluminum hydride), O (Water), O (water). The solvent is C1CCOC1 (THF). Run at time 10 minute. The product is FC1=C(C=C(C=C1)CCCO)OC (3-(4-fluoro-3-methoxyphenyl)propan-1-ol). Yield: 90.9%. As a reaction SMILES: [F:1][C:2]1[CH:7]=[CH:6][C:5]([CH2:8][CH2:9][C:10](OCC)=[O:11])=[CH:4][C:3]=1[O:15][CH3:16].[H-].[Al+3].[Li+].[H-].[H-].[H-].O.[OH-].[Na+]>C1COCC1>[F:1][C:2]1[CH:7]=[CH:6][C:5]([CH2:8][CH2:9][CH2:10][OH:11])=[CH:4][C:3]=1[O:15][CH3:16] |f:1.2.3.4.5.6,8.9|. Reported procedure: Ethyl 3-(4-fluoro-3-methoxyphenyl)propanoate (1.019 g, 4.50 mmol) was dissolved in THF (22.52 ml) under nitrogen. A solution of lithium aluminum hydride (4.50 ml, 9.01 mmol) was added slowly. TLC shows reaction done after about 10 min. Water (0.35 mL) was slowed added and then the mixture was stirred for 30 min. 1 N NaOH (1.05 mL) was added and the reaction was stirred for 30 min. Additional water was added (0.35 mL) and the solution was stirred and then filtered. The cake was washed with ether ... Reactants: C(C(=C)C)(=O)O (methacrylic acid), COC1=CC=C(C=C1)O (p-methoxy-phenol), C(C(=C)C)(=O)OCC1CO1 (glycidyl methacrylate), C([O-])(O)=O.[Na+] (sodium bicarbonate). The reagents and catalysts are [Cl-].C(C1=CC=CC=C1)[N+](CC)(CC)CC (benzyltriethylammonium chloride). Conditions: time 2 hour. Product: C(C(=C)C)(=O)OCC(OC(C(=C)C)=O)CO (glycerol dimethacrylate). Reaction SMILES: [C:1]([O:6][CH2:7][CH:8]1[O:10]C1)(=[O:5])[C:2]([CH3:4])=[CH2:3].[C:11]([OH:16])(=[O:15])[C:12]([CH3:14])=[CH2:13].[CH3:17]OC1C=CC(O)=CC=1.C(=O)(O)[O-].[Na+]>[Cl-].C([N+](CC)(CC)CC)C1C=CC=CC=1>[C:11]([O:16][CH2:17][CH:7]([CH2:8][OH:10])[O:6][C:1](=[O:5])[C:2]([CH3:4])=[CH2:3])(=[O:15])[C:12]([CH3:14])=[CH2:13] |f:3.4,5.6|. Procedure details: 1282.5 g (9 moles) of glycidyl methacrylate were added dropwise with stirring over a period of 3 hours to a mixture of 860.9 g (10 moles) methacrylic acid, 21.4 g benzyltriethylammonium chloride and 5 g p-methoxy-phenol at 75°-85° C. Stirring of the mixture was continued for 2 hours at 80° C. and the solution was then poured into dilute sodium bicarbonate solution and stirred for some time. The organic phase was separated and washed again with sodium bicarbonate solution. The product was dried o... Reactants: [BH4-], CO, [Cl-], [NH4+], [Na+], O=C1CCc2cc3ccccc3n2C1. Product: OC1CCc2cc3ccccc3n2C1. As a reaction SMILES: [BH4-:15].[CH3:19][OH:20].[Cl-:17].[NH4+:18].[Na+:16].[cH:1]1[c:2]2[cH:3][c:4]3[n:5]([c:6]2[cH:7][cH:8][cH:9]1)[CH2:10][C:11](=[O:14])[CH2:12][CH2:13]3>>[cH:1]1[c:2]2[cH:3][c:4]3[n:5]([c:6]2[cH:7][cH:8][cH:9]1)[CH2:10][CH:11]([OH:14])[CH2:12][CH2:13]3. Reactants: BrC=1C=C(C(=O)O)C=CC1F (3-Bromo-4-fluorobenzoic acid), C(C)OC(CC1=CC(=CC=C1)N)=O ((3-Amino-phenyl)-acetic acid ethyl ester). Yields the product C(C)OC(CC1=CC(=CC=C1)NC(C1=CC(=C(C=C1)F)Br)=O)=O ([3-(3-Bromo-4-fluoro-benzoylamino)-phenyl]-acetic acid ethyl ester). As a reaction SMILES: [Br:1][C:2]1[CH:3]=[C:4]([CH:8]=[CH:9][C:10]=1[F:11])[C:5]([OH:7])=O.[CH2:12]([O:14][C:15](=[O:24])[CH2:16][C:17]1[CH:22]=[CH:21][CH:20]=[C:19]([NH2:23])[CH:18]=1)[CH3:13]>>[CH2:12]([O:14][C:15](=[O:24])[CH2:16][C:17]1[CH:22]=[CH:21][CH:20]=[C:19]([NH:23][C:5](=[O:7])[C:4]2[CH:8]=[CH:9][C:10]([F:11])=[C:2]([Br:1])[CH:3]=2)[CH:18]=1)[CH3:13]. Reported procedure: 3-Bromo-4-fluorobenzoic acid (123 mg, 0.56 mmol) was coupled with ethyl ester (6) (100 mg, 0.56 mmol) following Method C to give the title compound. Reactants: C(C1=CC=CC=C1)OC(=O)NC(C(=O)O)C1C(NC(C1)=O)=O (benzyloxycarbonyl-2-(2,5-dioxopyrrolidin-3-yl)glycine), [N+](=[N-])=C (diazomethane). Run in CO (methanol). Product: COC(C(NC(=O)OCC1=CC=CC=C1)C1C(NC(C1)=O)=O)=O (Benzyloxycarbonyl-2-(2,5-dioxopyrrolidin-3-yl)glycine methyl ester). As a reaction SMILES: [CH2:1]([O:8][C:9]([NH:11][CH:12]([CH:16]1[CH2:20][C:19](=[O:21])[NH:18][C:17]1=[O:22])[C:13]([OH:15])=[O:14])=[O:10])[C:2]1[CH:7]=[CH:6][CH:5]=[CH:4][CH:3]=1.[N+](=[CH2:25])=[N-]>CO>[CH3:25][O:14][C:13](=[O:15])[CH:12]([CH:16]1[CH2:20][C:19](=[O:21])[NH:18][C:17]1=[O:22])[NH:11][C:9]([O:8][CH2:1][C:2]1[CH:3]=[CH:4][CH:5]=[CH:6][CH:7]=1)=[O:10]. Procedure details: In 300 ml of methanol was dissolved 2 g of benzyloxycarbonyl-2-(2,5-dioxopyrrolidin-3-yl)glycine and under ice-cooling an excess of an ethereal solution of diazomethane was added. The mixture was stirred under ice-cooling for 2 hours and then concentrated under reduced pressure. The concentrate was chromatographed on a silica gel column and eluted with toluene-acetone (4:1). The eluate was concentrated under reduced pressure and after addition of ethyl ether to the residue, the mixture was allow... Reactants: C1(=C(C(=C(C(=C1F)F)F)N)F)N.Cl.Cl (dihydrochloride), FC(C=1C=C(C=CC1)C(C)N1CCN(CC1)C(=O)OC(C)(C)C)(F)F (tert-butyl 4-(1-(3-(trifluoromethyl)phenyl)ethyl)piperazine-1-carboxylate), Cl (HCl). The solvent is CO (methanol). The product is Cl.Cl.FC(C=1C=C(C=CC1)C(C)N1CCNCC1)(F)F (1-(1-(3-(trifluoromethyl)phenyl)ethyl)piperazine dihydrochloride). Yield: 129.3%. RXN SMILES: [F:1][C:2]([F:25])([F:24])[C:3]1[CH:4]=[C:5]([CH:9]([N:11]2[CH2:16][CH2:15][N:14](C(OC(C)(C)C)=O)[CH2:13][CH2:12]2)[CH3:10])[CH:6]=[CH:7][CH:8]=1.[ClH:26].C1(N)C(F)=C(F)C(F)=C(N)C=1F.Cl.Cl>CO>[ClH:26].[ClH:26].[F:25][C:2]([F:1])([F:24])[C:3]1[CH:4]=[C:5]([CH:9]([N:11]2[CH2:16][CH2:15][NH:14][CH2:13][CH2:12]2)[CH3:10])[CH:6]=[CH:7][CH:8]=1 |f:2.3.4,6.7.8|. Procedure: The product from Example 44A (0.071 g, 0.198 mmol) was added to HCl (2.0 Min dioxane) (0.991 mL, 1.981 mmol), and methanol was added dropwise until the reaction became nearly homogeneous. As the reaction was stirred, a precipitate formed. The reaction was concentrated to give the title compound (0.066 g, 0.256 mmol) as the dihydrochloride salt. MS (APCI) m/z 259 (M+H)+.